Dataset: the Open Reaction Database (ORD), a public repository of structured organic reaction records. Task: describe an organic reaction: reactants, conditions, products, and yield The reactants are Cl.COC(C1CCNCC1)=O (isonipecotic acid methyl ester HCl), C(=O)(OC(C)(C)C)OC(=O)OC(C)(C)C (di-tert-butyl dicarbonate), C(=O)([O-])[O-].[K+].[K+] (K2CO3). Run in C1CCOC1 (THF), O (H2O), O (water). Conditions: time 4 hour. Yields the product COC(C1CCN(CC1)C(=O)OC(C)(C)C)=O (N-Boc-Isonipecotic acid methyl ester), C(=O)(OC(C)(C)C)OC(=O)OC(C)(C)C (di-tert-butyl dicarbonate). As a reaction SMILES: Cl.[CH3:2][O:3][C:4](=[O:11])[CH:5]1[CH2:10][CH2:9][NH:8][CH2:7][CH2:6]1.[C:12]([O:19][C:20]([O:22][C:23]([CH3:26])([CH3:25])[CH3:24])=[O:21])([O:14][C:15]([CH3:18])([CH3:17])[CH3:16])=[O:13].C([O-])([O-])=O.[K+].[K+]>C1COCC1.O>[CH3:2][O:3][C:4](=[O:11])[CH:5]1[CH2:10][CH2:9][N:8]([C:12]([O:14][C:15]([CH3:18])([CH3:17])[CH3:16])=[O:13])[CH2:7][CH2:6]1.[C:20]([O:19][C:12]([O:14][C:15]([CH3:18])([CH3:17])[CH3:16])=[O:13])([O:22][C:23]([CH3:25])([CH3:26])[CH3:24])=[O:21] |f:0.1,3.4.5|. Reported procedure: To a solution of isonipecotic acid methyl ester HCl (2-3b) (34 g, 0.19 mol), and di-tert-butyl dicarbonate (43.5 g, 0.2 mol) in THF (300 mL) and H2O (150 mL) was added-K2CO3 (28.8 g, 0.21 mol). After 4 hours, the mixture was poured into water, extracted with EtOAc then washed with brine, dried (MgSO4) and evaporated to give the title compound 2-3c as an oil with a small amount of di-tert-butyl dicarbonate. Reactants: C(C)(C)(C)OC(=O)N1C(=C(C2=CC=CC=C12)CCOC1OCCCC1)Br (1-tert-Butoxycarbonyl-2-bromo-3-[2-(tetrahydro-2H-pyran-2-yloxy)ethyl]-1H-indole), solution, C[O-].[Na+] (sodium methoxide). Solvent: CO (methanol). Reaction conditions: temperature 60 celsius. The product is BrC=1NC2=CC=CC=C2C1CCOC1OCCCC1 (2-Bromo-3-[2-(tetrahydro-2H-pyran-2-yloxy)ethyl]-1H-indole). Isolated yield 88.0%. As a reaction SMILES: C(OC([N:8]1[C:16]2[C:11](=[CH:12][CH:13]=[CH:14][CH:15]=2)[C:10]([CH2:17][CH2:18][O:19][CH:20]2[CH2:25][CH2:24][CH2:23][CH2:22][O:21]2)=[C:9]1[Br:26])=O)(C)(C)C.C[O-].[Na+]>CO>[Br:26][C:9]1[NH:8][C:16]2[C:11]([C:10]=1[CH2:17][CH2:18][O:19][CH:20]1[CH2:25][CH2:24][CH2:23][CH2:22][O:21]1)=[CH:12][CH:13]=[CH:14][CH:15]=2 |f:1.2|. Procedure details: 1-tert-Butoxycarbonyl-2-bromo-3-[2-(tetrahydro-2H-pyran-2-yloxy)ethyl]-1H-indole (7.12 g) was added to a 1 mol solution of sodium methoxide in methanol (200 ml) and the resulting mixture warmed to 60° C. for 2 h. After cooling the solvent was removed under reduced pressure and the residue purified immediately by flash chromatography (SiO2; n-hexane/ethyl acetate 10:1) to give the product as a pale yellow oil (4.79 g); 1H (250 MHz, CDCl3) δ1.60-2.00 (6H, br m), 3.03 (2H, t, J=7.5 Hz), 3.42 (1H, m...